This data is from the Open Reaction Database (ORD), a public repository of structured organic reaction records. The task is: describe an organic reaction: reactants, conditions, products, and yield Reactants: O=C1NC(=O)c2ccccc21, CCCn1nc2c(N)nc3ccccc3c2c1CCCCCl, [I-], [K], [Na+], CN(C)C=O, O. Yields the product CCCn1nc2c(N)nc3ccccc3c2c1CCCCN1C(=O)c2ccccc2C1=O. Reaction SMILES: [C:1]1(=[O:11])[c:2]2[c:3]([cH:7][cH:8][cH:9][cH:10]2)[C:4](=[O:6])[NH:5]1.[Cl:15][CH2:16][CH2:17][CH2:18][CH2:19][c:20]1[n:21]([CH2:34][CH2:35][CH3:36])[n:22][c:23]2[c:24]([NH2:33])[n:25][c:26]3[cH:27][cH:28][cH:29][cH:30][c:31]3[c:32]12.[I-:14].[K:12].[Na+:13].[O:37]=[CH:38][N:39]([CH3:40])[CH3:41].[OH2:42]>>[C:1]1(=[O:11])[c:2]2[c:3]([cH:7][cH:8][cH:9][cH:10]2)[C:4](=[O:6])[N:5]1[CH2:16][CH2:17][CH2:18][CH2:19][c:20]1[n:21]([CH2:34][CH2:35][CH3:36])[n:22][c:23]2[c:24]([NH2:33])[n:25][c:26]3[cH:27][cH:28][cH:29][cH:30][c:31]3[c:32]12. The reactants are C(#C)C1=C(C=CC2=CC=CC=C12)C (1-ethynyl-2-methylnaphthalene), BrC1=C(C=CC2=CC=CC=C12)C (1-bromo-2-methylnaphthalene), BrC1=C(C=CC2=CC=CC=C12)C(=O)OCC (ethyl 1-bromo-2-naphthoate). The product is C(#C)C1=C(C=CC2=CC=CC=C12)C(=O)OCC (Ethyl 1-ethynyl-2-naphthoate). RXN SMILES: [C:1](C1C2C(=CC=CC=2)C=CC=1C)#[CH:2].BrC1C2C(=CC=CC=2)C=CC=1C.Br[C:27]1[C:36]2[C:31](=[CH:32][CH:33]=[CH:34][CH:35]=2)[CH:30]=[CH:29][C:28]=1[C:37]([O:39][CH2:40][CH3:41])=[O:38]>>[C:1]([C:27]1[C:36]2[C:31](=[CH:32][CH:33]=[CH:34][CH:35]=2)[CH:30]=[CH:29][C:28]=1[C:37]([O:39][CH2:40][CH3:41])=[O:38])#[CH:2]. Procedure details: Ethyl 1-ethynyl-2-naphthoate was prepared in a similar manner to 1-ethynyl-2-methylnaphthalene, except that 1-bromo-2-methylnaphthalene was replaced by ethyl 1-bromo-2-naphthoate. The reactants are [Cl-].[NH4+] (ammonium chloride), CC1=NC(=C2SC=CN21)SC (5-Methyl-7-methylthioimidazo[5,1-b]thiazole), C(CCC)[Sn](CCCC)(CCCC)Cl (Tri-n-butylstannyl chloride), C(CCC)[Li].CCCCCC (n-butyllithium n-hexane). Solvent: C1CCOC1 (THF). Run at time 40 minute. The product is CC1=NC(=C2SC=C(N21)[Sn](CCCC)(CCCC)CCCC)SC (5-methyl-7-methylthio-3-(tri-n-butylstannyl)imidazo[5,1-b]thiazole). As a reaction SMILES: [CH3:1][C:2]1[N:9]2[C:5]([S:6][CH:7]=[CH:8]2)=[C:4]([S:10][CH3:11])[N:3]=1.C([Li])CCC.CCCCCC.[CH2:23]([Sn:27](Cl)([CH2:32][CH2:33][CH2:34][CH3:35])[CH2:28][CH2:29][CH2:30][CH3:31])[CH2:24][CH2:25][CH3:26].[Cl-].[NH4+]>C1COCC1>[CH3:1][C:2]1[N:9]2[C:5]([S:6][CH:7]=[C:8]2[Sn:27]([CH2:28][CH2:29][CH2:30][CH3:31])([CH2:32][CH2:33][CH2:34][CH3:35])[CH2:23][CH2:24][CH2:25][CH3:26])=[C:4]([S:10][CH3:11])[N:3]=1 |f:1.2,4.5|. Procedure details: 5-Methyl-7-methylthioimidazo[5,1-b]thiazole (3.34 g) was dissolved in 150 ml of THF. A 1.59 N n-butyllithium/n-hexane solution (22.8 ml) was added dropwise to the solution in an argon atmosphere at −73° C. The mixture was stirred at the same temperature for 40 min. Tri-n-butylstannyl chloride (6.39 ml) was added thereto, followed by stirring at the same temperature for one hr. An ammonium chloride solution was added to the reaction solution. The mixture was extracted with ethyl acetate. The extr...